From a dataset of the Open Reaction Database (ORD), a public repository of structured organic reaction records. describe an organic reaction: reactants, conditions, products, and yield Reaction SMILES: [Cl:1][C:2]1[CH:9]=[CH:8][C:5]([C:6]#[N:7])=[C:4](F)[CH:3]=1.[CH3:11][OH:12]>>[Cl:1][C:2]1[CH:9]=[CH:8][C:5]([CH2:6][NH2:7])=[C:4]([O:12][CH3:11])[CH:3]=1. Product: ClC1=CC(=C(CN)C=C1)OC (4-Chloro-2-methoxy-benzylamine). The reactants are ClC1=CC(=C(C#N)C=C1)F (4-chloro-2-fluoro-benzonitrile), CO (methanol). Reported procedure: The title compound is synthesized by coupling followed by reduction of 4-chloro-2-fluoro-benzonitrile and methanol analogously to the preparation of Intermediate 98.1 as a colorless oil; HPLC: AtRet=2.24 min; 1HNMR (CDCl3) δ 7.20-7.10 (m, 1H), 7.00-6.80 (m 2H), 3.90-3.80 (m, 5H), 1.80 (bs, 2H). Starting materials: COC(C(NC(=O)OCC1=CC=CC=C1)=C)=O (N-carbobenzyloxydehydroalanine methyl ester), C(C)(C)(C)OC(=O)N1CCNCC1 (4-tert-butoxycarbonylpiperazine), ferric chloride. Run in C(C)#N.CO (acetonitrile methanol). Run at time 2 day. The product is C(=O)(OCC1=CC=CC=C1)NC(C(=O)OC)CN1CCN(CC1)C(=O)OC(C)(C)C (Methyl 2-Carbobenzyloxyamino-3-(4-tert-butoxycarbonylpiperazin-1-yl)propionate). Reaction SMILES: [CH3:1][O:2][C:3](=[O:17])[C:4](=[CH2:16])[NH:5][C:6]([O:8][CH2:9][C:10]1[CH:15]=[CH:14][CH:13]=[CH:12][CH:11]=1)=[O:7].[C:18]([O:22][C:23]([N:25]1[CH2:30][CH2:29][NH:28][CH2:27][CH2:26]1)=[O:24])([CH3:21])([CH3:20])[CH3:19]>C(#N)C.CO>[C:6]([NH:5][CH:4]([CH2:16][N:28]1[CH2:27][CH2:26][N:25]([C:23]([O:22][C:18]([CH3:21])([CH3:20])[CH3:19])=[O:24])[CH2:30][CH2:29]1)[C:3]([O:2][CH3:1])=[O:17])([O:8][CH2:9][C:10]1[CH:15]=[CH:14][CH:13]=[CH:12][CH:11]=1)=[O:7] |f:2.3|. Procedure details: To N-carbobenzyloxydehydroalanine methyl ester (2.0 g, 8.4 mmol) was added 4-tert-butoxycarbonylpiperazine (1.56 g, 1.0 eq), ferric chloride (0.220 g, 0.2 eq) in a 6:1 mixture of acetonitrile/methanol. The reaction mixture was stirred at room temperature for 2 days. The reaction mixture was evaporated under reduced pressure. EtOAc was added and the organic layer washed with a soldium sulfate solution. Upon removal of the solvent under reduced pressure, the crude material was purified by column c... Reactants: COC(=O)[C@@H]1CC[C@H](CC1)NC(=O)C=1C(=NC=C(C1)Cl)C (Trans-4-[(5-Chloro-2-methyl-pyridine-3-carbonyl)-amino]-cyclohexane carboxylic acid methyl ester), [H-].[Al+3].[Li+].[H-].[H-].[H-] (lithium aluminum hydride). Run in C1CCOC1 (THF). Reaction conditions: temperature 0 celsius, time 2 hour. The product is ClC=1C=NC(=C(C(=O)N[C@@H]2CC[C@H](CC2)CO)C1)C (Trans-5-Chloro-N-(4-hydroxymethyl-cyclohexyl)-2-methyl-nicotinamide). As a reaction SMILES: C[O:2][C:3]([C@H:5]1[CH2:10][CH2:9][C@H:8]([NH:11][C:12]([C:14]2[C:15]([CH3:21])=[N:16][CH:17]=[C:18]([Cl:20])[CH:19]=2)=[O:13])[CH2:7][CH2:6]1)=O.[H-].[Al+3].[Li+].[H-].[H-].[H-]>C1COCC1>[Cl:20][C:18]1[CH:17]=[N:16][C:15]([CH3:21])=[C:14]([CH:19]=1)[C:12]([NH:11][C@H:8]1[CH2:7][CH2:6][C@H:5]([CH2:3][OH:2])[CH2:10][CH2:9]1)=[O:13] |f:1.2.3.4.5.6|. Procedure: Trans-4-[(5-Chloro-2-methyl-pyridine-3-carbonyl)-amino]-cyclohexanecarboxylic acid methyl ester (step 1) (2.20 g, 7.08 mmol) was placed in a flask with dry THF (100 ml). This was cooled to 0° C. and lithium aluminum hydride (0.537 g, 14.16 mmol) was added. The reaction mixture was stirred at RT for 2 hours and then quenched with water (0.5 ml), 2M NaOH (0.5 ml) and then water again (1.5 ml). The solids were filtered off through Celite® (filter material) and the filtrate was partitioned between E...